This data is from the Open Reaction Database (ORD), a public repository of structured organic reaction records. The task is: describe an organic reaction: reactants, conditions, products, and yield Reactants: NC1=CC(=C(C=C1)NC(C)=O)OCC1=CC=CC=C1 (N-(4-Amino-2-benzyloxy-phenyl)-acetamide), C(=O)(O)[O-].[Na+] (NaHCO3), N1=C(Cl)N=C(Cl)N=C1Cl (Cyanuric chloride). The solvent is C1CCOC1 (THF), C1CCOC1 (THF). Product: C(C1=CC=CC=C1)OC1=C(C=CC(=C1)NC1=NC(=NC(=N1)Cl)Cl)NC(C)=O (N-[2-Benzyloxy-4-(4,6-dichloro-[1,3,5]triazin-2-ylamino)-phenyl]-acetamide). Reaction SMILES: [NH2:1][C:2]1[CH:7]=[CH:6][C:5]([NH:8][C:9](=[O:11])[CH3:10])=[C:4]([O:12][CH2:13][C:14]2[CH:19]=[CH:18][CH:17]=[CH:16][CH:15]=2)[CH:3]=1.C([O-])(O)=O.[Na+].[N:25]1[C:32]([Cl:33])=[N:31][C:29](Cl)=[N:28][C:26]=1[Cl:27]>C1COCC1>[CH2:13]([O:12][C:4]1[CH:3]=[C:2]([NH:1][C:29]2[N:31]=[C:32]([Cl:33])[N:25]=[C:26]([Cl:27])[N:28]=2)[CH:7]=[CH:6][C:5]=1[NH:8][C:9](=[O:11])[CH3:10])[C:14]1[CH:19]=[CH:18][CH:17]=[CH:16][CH:15]=1 |f:1.2|. Procedure: N-(4-Amino-2-benzyloxy-phenyl)-acetamide (399) (0.65 g, 2.54 mmol) and NaHCO3 (1.28 g, 15.24 mmol) were suspended in THF (100 mL) and chilled on a dry-ice/acetone bath. The cyanuric chloride (5) (0.465 g, 2.54 mmol) was dissolved in THF (4 mL) and added to the chilled solution. The ice-bath was removed and the mixture was stirred while warming to room temperature over a period of 45 minutes. TLC (Rf: 0.6 compared to Rf: 0.1 for compound 399 and Rf: 0.95 for compound 400 in 1:1 hexane/EtOAc, sing... Starting materials: FC1=CC(=C(C=C1)O)CO (4-fluoro-2-(hydroxymethyl)phenol), Br.C1(=CC=CC=C1)[PH+](C1=CC=CC=C1)C1=CC=CC=C1 (triphenylphosphonium hydrobromide). Solvent: C(C)#N (acetonitrile). Product: [Br-].FC=1C=CC(=C(C[P+](C2=CC=CC=C2)(C2=CC=CC=C2)C2=CC=CC=C2)C1)O ((5-Fluoro-2-hydroxybenzyl)(triphenyl)phosphonium bromide). As a reaction SMILES: [F:1][C:2]1[CH:7]=[CH:6][C:5]([OH:8])=[C:4]([CH2:9]O)[CH:3]=1.[BrH:11].[C:12]1([PH+:18]([C:25]2[CH:30]=[CH:29][CH:28]=[CH:27][CH:26]=2)[C:19]2[CH:24]=[CH:23][CH:22]=[CH:21][CH:20]=2)[CH:17]=[CH:16][CH:15]=[CH:14][CH:13]=1>C(#N)C>[Br-:11].[F:1][C:2]1[CH:7]=[CH:6][C:5]([OH:8])=[C:4]([CH:3]=1)[CH2:9][P+:18]([C:19]1[CH:20]=[CH:21][CH:22]=[CH:23][CH:24]=1)([C:25]1[CH:30]=[CH:29][CH:28]=[CH:27][CH:26]=1)[C:12]1[CH:13]=[CH:14][CH:15]=[CH:16][CH:17]=1 |f:1.2,4.5|. Reported procedure: In 186 ml of acetonitrile, 18.6 g (130.87 mmol) of 4-fluoro-2-(hydroxymethyl)phenol and 42.67 g (124.32 mmol) of triphenylphosphonium hydrobromide are stirred under reflux for 3 h. After cooling, the precipitate formed is filtered off with suction and dried. This gives 58 g (124 mmol, 100% of theory) of the title compound. Starting materials: [Si](C)(C)(C(C)(C)C)O[C@@H]1C[C@@H]2CNC3=C(C(N2C1)=O)C=CC=C3 ((2R, 11aR)-2-(tert-butyldimethylsilyloxy)-1,2,3,10,11,11a-hexahydro-5H-pyrrolo [2,1-c][1,4]benzodiazepin-5-one), C1(=CC=CC=C1)C1=C(C(=O)NC2=CC=C(C(=O)O)C=C2)C=CC=C1 (4-[(2-phenylbenzoyl)amino]benzoic acid). Yields the product [Si](C)(C)(C(C)(C)C)O[C@@H]1C[C@@H]2CN(C3=C(C(N2C1)=O)C=CC=C3)C(C3=CC=C(C=C3)NC(C3=C(C=CC=C3)C3=CC=CC=C3)=O)=O ((2R,11aR)-2-(tert-Butyldimethylsilyloxy) 10-[4-[(2-Phenylbenzoyl) Amino]Benzoyl]-1,2,3,10,11,11a-Hexahydro-5H-Pyrrolo [2,1-c][1,4]Benzodiazepin-5-One). Isolated yield 95.2%. RXN SMILES: [Si:1]([O:8][C@H:9]1[CH2:18][N:17]2[C@@H:11]([CH2:12][NH:13][C:14]3[CH:23]=[CH:22][CH:21]=[CH:20][C:15]=3[C:16]2=[O:19])[CH2:10]1)([C:4]([CH3:7])([CH3:6])[CH3:5])([CH3:3])[CH3:2].[C:24]1([C:30]2[CH:47]=[CH:46][CH:45]=[CH:44][C:31]=2[C:32]([NH:34][C:35]2[CH:43]=[CH:42][C:38]([C:39](O)=[O:40])=[CH:37][CH:36]=2)=[O:33])[CH:29]=[CH:28][CH:27]=[CH:26][CH:25]=1>>[Si:1]([O:8][C@H:9]1[CH2:18][N:17]2[C@@H:11]([CH2:12][N:13]([C:39](=[O:40])[C:38]3[CH:37]=[CH:36][C:35]([NH:34][C:32](=[O:33])[C:31]4[CH:44]=[CH:45][CH:46]=[CH:47][C:30]=4[C:24]4[CH:25]=[CH:26][CH:27]=[CH:28][CH:29]=4)=[CH:43][CH:42]=3)[C:14]3[CH:23]=[CH:22][CH:21]=[CH:20][C:15]=3[C:16]2=[O:19])[CH2:10]1)([C:4]([CH3:7])([CH3:5])[CH3:6])([CH3:3])[CH3:2]. Procedure: The same procedures used in Example 25 were repeated using (2R, 11aR)-2-(tert-butyldimethylsilyloxy)-1,2,3,10,11,11a-hexahydro-5H-pyrrolo [2,1-c][1,4]benzodiazepin-5-one prepared in Reference Example 27 and 4-[(2-phenylbenzoyl)amino]benzoic acid to thus give the title compound. The reactants are O (water), C(=O)([O-])[O-].[Na+].[Na+] (Na2CO3), BrC1=CN=C2N1C=CC(=C2)C=2C=C(C(=O)NC)C=CC2 (3-(3-Bromo-imidazo[1,2-a]pyridine-7-yl)-N-methyl-benzamide), N1(N=CC=C1)C=1C=C(C=CC1)B(O)O (3-(1H-pyrazolyl)-phenylboronic acid). The reagents and catalysts are Cl[Pd]([P](C1=CC=CC=C1)(C2=CC=CC=C2)C3=CC=CC=C3)([P](C4=CC=CC=C4)(C5=CC=CC=C5)C6=CC=CC=C6)Cl (PdCl2(PPh3)2). The solvent is COCCOC (DME). Product: CNC(C1=CC(=CC=C1)C1=CC=2N(C=C1)C(=CN2)C2=CC(=CC=C2)N2N=CC=C2)=O (N-methyl-3-[3-(3-pyrazol-1-yl-phenyl)-imidazo[1,2-a]pyridin-7-yl]-benzamide). As a reaction SMILES: Br[C:2]1[N:6]2[CH:7]=[CH:8][C:9]([C:11]3[CH:12]=[C:13]([CH:18]=[CH:19][CH:20]=3)[C:14]([NH:16][CH3:17])=[O:15])=[CH:10][C:5]2=[N:4][CH:3]=1.[N:21]1([C:26]2[CH:27]=[C:28](B(O)O)[CH:29]=[CH:30][CH:31]=2)[CH:25]=[CH:24][CH:23]=[N:22]1.O.C([O-])([O-])=O.[Na+].[Na+]>COCCOC.Cl[Pd](Cl)([P](C1C=CC=CC=1)(C1C=CC=CC=1)C1C=CC=CC=1)[P](C1C=CC=CC=1)(C1C=CC=CC=1)C1C=CC=CC=1>[CH3:17][NH:16][C:14](=[O:15])[C:13]1[CH:18]=[CH:19][CH:20]=[C:11]([C:9]2[CH:8]=[CH:7][N:6]3[C:2]([C:30]4[CH:29]=[CH:28][CH:27]=[C:26]([N:21]5[CH:25]=[CH:24][CH:23]=[N:22]5)[CH:31]=4)=[CH:3][N:4]=[C:5]3[CH:10]=2)[CH:12]=1 |f:3.4.5,^1:50,69|. Procedure: 3-(3-Bromo-imidazo[1,2-a]pyridine-7-yl)-N-methyl-benzamide (Intermediate EA) (1 eq, 0.303 mmol, 100 mg) and 3-(1H-pyrazolyl)-phenylboronic acid (1.3 eq, 0.394 mmol, 74 mg) are dissolved in DME (3 ml) and water (0.8 ml) and Na2CO3 (3 eq, 0.909 mmol, 96.3 mg) is added. PdCl2(PPh3)2 (0.05 eq, 0.015 mmol, 10.6 mg) is added and the reaction mixture is heated using microwave radiation at 120° C. for 10 min. At the completion of this time the solvent is removed in vacuo and the reaction mixture is puri... The reactants are C(C)(C)C1NC2=CC=CC=C2C1 ((±)-2-isopropylindoline), O (water), C(C)(=O)OCC (ethyl acetate), N1=CC=CC=C1 (pyridine), Cl.CN(CCCN=C=NCC)C (N-[3-(dimethylamino)propyl]-N′-ethylcarbodiimide hydrochloride), o-benzyl-D-lactic acid. Run in CN(C=O)C (N,N-dimethylformamide), CN(C=O)C (N,N-dimethylformamide). Reaction conditions: time 15 minute. The product is C(C1=CC=CC=C1)O[C@@H](C(=O)N1C(CC2=CC=CC=C12)C(C)C)C ((R)-2-benzyloxy-1-(2-isopropyl-2,3-dihydroindol-1-yl)propan-1-one). RXN SMILES: N1[CH:6]=[CH:5][CH:4]=[CH:3][CH:2]=1.Cl.CN(C)[CH2:10][CH2:11][CH2:12]N=C=NCC.[CH:19]([CH:22]1[CH2:30][C:29]2[C:24](=[CH:25][CH:26]=[CH:27][CH:28]=2)[NH:23]1)([CH3:21])[CH3:20].[OH2:31].C([O:35][CH2:36][CH3:37])(=O)C>CN(C)C=O>[CH2:36]([O:35][C@H:11]([CH3:10])[C:12]([N:23]1[C:24]2[C:29](=[CH:28][CH:27]=[CH:26][CH:25]=2)[CH2:30][CH:22]1[CH:19]([CH3:21])[CH3:20])=[O:31])[C:37]1[CH:6]=[CH:5][CH:4]=[CH:3][CH:2]=1 |f:1.2|. Reported procedure: 3.9 ml of pyridine and 6.15 g of N-[3-(dimethylamino)propyl]-N′-ethylcarbodiimide hydrochloride are added to a solution of 4.36 g of o-benzyl-D-lactic acid in 17 ml of N,N-dimethylformamide under argon. The reaction mixture is stirred at ambient temperature for 15 minutes, and then a solution of 3.9 g of (±)-2-isopropylindoline in 3 ml of N,N-dimethylformamide is added. The reaction mixture is stirred at ambient temperature for 16 hours and is then poured into a mixture of 100 ml of water and 80... Reactants: ClC=1C=C(C=CC1F)NC1=C(C=NC2=CC(=C(C=C12)NC(C=CCBr)=O)OC)C#N (4-bromo-but-2-enoic acid[4-(3-chloro-4-fluoro-phenylamino)-3-cyano-7-methoxy-quinolin-6-yl]-amide), CC1NC(CC1)C (2,5-dimethylpyrrolidine), yellow product. Run in CN(C=O)C (dimethylformamide). Yields the product ClC=1C=C(C=CC1F)NC1=C(C=NC2=CC(=C(C=C12)NC(C=CCN1C(CCC1C)C)=O)OC)C#N (4-(2,5-Dimethyl-pyrrolidin-1-yl)-but-2-enoic Acid[4-(3-chloro-4-fluoro-phenylamino)-3-cyano-7-methoxy-quinolin-6-yl]-amide). As a reaction SMILES: [Cl:1][C:2]1[CH:3]=[C:4]([NH:9][C:10]2[C:19]3[C:14](=[CH:15][C:16]([O:27][CH3:28])=[C:17]([NH:20][C:21](=[O:26])[CH:22]=[CH:23][CH2:24]Br)[CH:18]=3)[N:13]=[CH:12][C:11]=2[C:29]#[N:30])[CH:5]=[CH:6][C:7]=1[F:8].[CH3:31][CH:32]1[CH2:36][CH2:35][CH:34]([CH3:37])[NH:33]1>CN(C)C=O>[Cl:1][C:2]1[CH:3]=[C:4]([NH:9][C:10]2[C:19]3[C:14](=[CH:15][C:16]([O:27][CH3:28])=[C:17]([NH:20][C:21](=[O:26])[CH:22]=[CH:23][CH2:24][N:33]4[CH:34]([CH3:37])[CH2:35][CH2:36][CH:32]4[CH3:31])[CH:18]=3)[N:13]=[CH:12][C:11]=2[C:29]#[N:30])[CH:5]=[CH:6][C:7]=1[F:8]. Procedure: In the same manner as Example 117, 4-bromo-but-2-enoic acid[4-(3-chloro-4-fluoro-phenylamino)-3-cyano-7-methoxy-quinolin-6-yl]-amide. (0.51 mmol.) was reacted with 2,5-dimethylpyrrolidine (1.02 mmol., 101 mg.) in dimethylformamide. The crude product was also purified via chromatography as Example 117, leaving 214 mg. (82%) of the yellow product: mp 110-113° C. The reactants are Oc1cccc(Br)c1, ClC(Cl)(Cl)Cl, CC(C)(C)O, [Na+], O=C([O-])O, O, O=S(=O)(O)O. Yields the product CC(C)(C)c1ccc(Br)cc1O. Reaction SMILES: [Br:1][c:2]1[cH:3][c:4]([OH:8])[cH:5][cH:6][cH:7]1.[C:24]([Cl:25])([Cl:26])([Cl:27])[Cl:28].[C:9]([CH3:10])([CH3:11])([CH3:12])[OH:13].[Na+:23].[O-:19][C:20]([OH:21])=[O:22].[OH2:29].[S:14](=[O:15])(=[O:16])([OH:17])[OH:18]>>[Br:1][c:2]1[cH:3][c:4]([OH:8])[c:5]([C:9]([CH3:10])([CH3:11])[CH3:12])[cH:6][cH:7]1.